This data is from the Open Reaction Database (ORD), a public repository of structured organic reaction records. The task is: describe an organic reaction: reactants, conditions, products, and yield Starting materials: COC1=C(C=CC=C1)N1CCN(CC1)[C@@H]1CC=2C=CC=C(C2C[C@H]1O)O (trans-5,6,7,8-tetrahydro-6-[4-(2-methoxyphenyl)-1-piperazinyl]-1,7-naphthalenediol), [N+](=[N-])=C (diazomethane). The solvent is CO (methanol). Conditions: time 48 hour. Product: COC=1C=CC=C2C[C@H]([C@@H](CC12)O)N1CCN(CC1)C1=C(C=CC=C1)OC (trans-1,2,3,4-Tetrahydro-8-methoxy-3-[4-(2-methoxyphenyl)-1-piperazinyl]-2-naphthalenol). RXN SMILES: [CH3:1][O:2][C:3]1[CH:8]=[CH:7][CH:6]=[CH:5][C:4]=1[N:9]1[CH2:14][CH2:13][N:12]([C@H:15]2[C@H:24]([OH:25])[CH2:23][C:22]3[C:21]([OH:26])=[CH:20][CH:19]=[CH:18][C:17]=3[CH2:16]2)[CH2:11][CH2:10]1.[N+](=[CH2:29])=[N-]>CO>[CH3:29][O:26][C:21]1[CH:20]=[CH:19][CH:18]=[C:17]2[C:22]=1[CH2:23][C@@H:24]([OH:25])[C@H:15]([N:12]1[CH2:11][CH2:10][N:9]([C:4]3[CH:5]=[CH:6][CH:7]=[CH:8][C:3]=3[O:2][CH3:1])[CH2:14][CH2:13]1)[CH2:16]2. Procedure: A solution of 2.0 g of trans-5,6,7,8-tetrahydro-6-[4-(2-methoxyphenyl)-1-piperazinyl]-1,7-naphthalenediol in methanol is treated with about 2 equivalents of freshly prepared diazomethane. The solution is stored at 0° C for 48 hours. The solvent is removed in vacuo. The residue is dissolved in ethyl acetate, washed with dilute sodium hydroxide solution and dried. The solvent is removed in vacuo leaving an oil which crystallizes on trituration with a small amount of ether. This is washed with isop...